From a dataset of the Open Reaction Database (ORD), a public repository of structured organic reaction records. describe an organic reaction: reactants, conditions, products, and yield The reactants are 10, 250, 20, O (water), mordenite, C1(=CC=C(C=C1)CCC=CC)C (5-(p-tolyl)-2-pentene), raw material. Reagents/catalysts: [Pt] (platinum). Run in CCCCCCC (n-heptane). Reaction conditions: time 3 hour. Product: CC1=CC2=C(C=CC=C2C)C=C1 (1,7-DMN). Reaction SMILES: O.[C:2]1([CH3:13])[CH:7]=[CH:6][C:5]([CH2:8][CH2:9][CH:10]=[CH:11][CH3:12])=[CH:4][CH:3]=1>[Pt].CCCCCCC>[CH3:13][C:2]1[CH:7]=[CH:6][C:5]2[CH:8]=[CH:9][CH:10]=[C:11]([CH3:12])[C:4]=2[CH:3]=1. Procedure details: Deionized water (500 parts) was added to H mordenite (15 parts) made by Tosoh Corporation, silica (270 parts), and alumina sol (21 parts) containing 70 weight percent alumina as a binder, and the mixture was thoroughly stirred at room temperature. After shaping of the slurry with an extruder, the shaped article was dried at 110° C. and then calcined at 350° C. for 3 hours to prepare a catalyst. After this catalyst was packed into a cylindrical stainless-steel cyclization reactor, 5-(p-tolyl)-2-p... Reactants: C, CCOC(C)=O, Cn1c(C(F)(F)F)cc(=O)n(-c2cc(Oc3ccccc3OCc3ccccc3)c(Cl)cc2F)c1=O, [Pd]. Yields the product Cn1c(C(F)(F)F)cc(=O)n(-c2cc(Oc3ccccc3O)c(Cl)cc2F)c1=O. As a reaction SMILES: [C:37].[CH3:39][CH2:40][O:41][C:42](=[O:43])[CH3:44].[Cl:1][c:2]1[c:3]([O:4][c:5]2[c:6]([O:7][CH2:8][c:9]3[cH:10][cH:11][cH:12][cH:13][cH:14]3)[cH:15][cH:16][cH:17][cH:18]2)[cH:19][c:20](-[n:24]2[c:25](=[O:36])[n:26]([CH3:35])[c:27]([C:31]([F:32])([F:33])[F:34])[cH:28][c:29]2=[O:30])[c:21]([F:23])[cH:22]1.[Pd:38]>>[Cl:1][c:2]1[c:3]([O:4][c:5]2[c:6]([OH:7])[cH:15][cH:16][cH:17][cH:18]2)[cH:19][c:20](-[n:24]2[c:25](=[O:36])[n:26]([CH3:35])[c:27]([C:31]([F:32])([F:33])[F:34])[cH:28][c:29]2=[O:30])[c:21]([F:23])[cH:22]1. The reactants are FC1=CC=C(OC2CN(C2)CCCN)C=C1 (3-[3-(4-fluoro-phenoxy)-azetidin-1-yl]-propylamine), FC=1C=C(C=CC1F)N=C=O (3,4-difluorophenylisocyanate). The solvent is ClCCl (dichloromethane). Product: FC=1C=C(C=CC1F)NC(=O)NCCCN1CC(C1)OC1=CC=C(C=C1)F (1-(3,4-difluoro-phenyl)-3-{3-[3-(4-fluoro-phenoxy)-azetidin-1-yl]-propyl}-urea). RXN SMILES: [F:1][C:2]1[CH:16]=[CH:15][C:5]([O:6][CH:7]2[CH2:10][N:9]([CH2:11][CH2:12][CH2:13][NH2:14])[CH2:8]2)=[CH:4][CH:3]=1.[F:17][C:18]1[CH:19]=[C:20]([N:25]=[C:26]=[O:27])[CH:21]=[CH:22][C:23]=1[F:24]>ClCCl>[F:17][C:18]1[CH:19]=[C:20]([NH:25][C:26]([NH:14][CH2:13][CH2:12][CH2:11][N:9]2[CH2:10][CH:7]([O:6][C:5]3[CH:4]=[CH:3][C:2]([F:1])=[CH:16][CH:15]=3)[CH2:8]2)=[O:27])[CH:21]=[CH:22][C:23]=1[F:24]. Procedure details: A solution of 3-[3-(4-fluoro-phenoxy)-azetidin-1-yl]-propylamine (0.04 g, 0.178 mmol) and 3,4-difluorophenylisocyanate (0.020 ml, 0.178 mmol) in dichloromethane (1 ml) is stirred at room temperature for 5 hours. The solvent is evaporated and the crude product purified by flash silica chromatography (elution gradient a 3:97 to 5:95 methanol/dichloromethane) to afford 1-(3,4-difluoro-phenyl)-3-{3-[3-(4-fluoro-phenoxy)-azetidin-1-yl]-propyl}-urea. [MH]+ 379.9. Reactants: [Li]CCCC, C[Si](C)(C)Cl, Cc1ccc2ccccc2n1. RXN SMILES: [CH2:12]([Li:13])[CH2:14][CH2:15][CH3:16].[CH3:17][Si:18]([Cl:19])([CH3:20])[CH3:21].[n:1]1[c:2]([CH3:3])[cH:4][cH:5][c:6]2[cH:7][cH:8][cH:9][cH:10][c:11]12>>[n:1]1[cH:2][cH:4][cH:5][c:6]2[cH:7][cH:8][cH:9][cH:10][c:11]12. Yields the product c1ccc2ncccc2c1. Starting materials: B, Cc1ccc2c(N3CCN(C(=O)Cc4cccc(-n5cccn5)c4)CC3)cccc2n1, Cl, C1CCOC1, C1CCOC1. Yields the product Cc1ccc2c(N3CCN(CCc4cccc(-n5cccn5)c4)CC3)cccc2n1. RXN SMILES: [BH3:6].[CH3:7][c:8]1[n:9][c:10]2[cH:11][cH:12][cH:13][c:14]([N:18]3[CH2:19][CH2:20][N:21]([C:24]([CH2:25][c:26]4[cH:27][c:28](-[n:32]5[n:33][cH:34][cH:35][cH:36]5)[cH:29][cH:30][cH:31]4)=[O:37])[CH2:22][CH2:23]3)[c:15]2[cH:16][cH:17]1.[ClH:38].[O:1]1[CH2:2][CH2:3][CH2:4][CH2:5]1.[O:39]1[CH2:40][CH2:41][CH2:42][CH2:43]1>>[CH3:7][c:8]1[n:9][c:10]2[cH:11][cH:12][cH:13][c:14]([N:18]3[CH2:19][CH2:20][N:21]([CH2:24][CH2:25][c:26]4[cH:27][c:28](-[n:32]5[n:33][cH:34][cH:35][cH:36]5)[cH:29][cH:30][cH:31]4)[CH2:22][CH2:23]3)[c:15]2[cH:16][cH:17]1.